describe an organic reaction: reactants, conditions, products, and yield From a dataset of the Open Reaction Database (ORD), a public repository of structured organic reaction records. Starting materials: ClCC(=O)C1=CCC(N(C1)C(=O)OCC=C)C (allyl 5-(chloroacetyl)-2-methyl-3,6-dihydro-1(2 H)-pyridinecarboxylate), C(N)([S-])=S.[NH4+] (ammonium dithiocarbamate). Reagents/catalysts: C(C1=CC=NC=C1)(=S)N (thioisonicotinamide). Run in CO (methanol). Reaction conditions: time 10 minute. Yields the product CC1N(CC(=CC1)C=1N=C(SC1)S)C(=O)OCC=C (allyl 2-methyl-5-(2-mercapto-1,3-thiazol-4-yl)-3,6-dihydro-1(2 H)-pyridinecarboxylate). Yield: 64.0%. Reaction SMILES: Cl[CH2:2][C:3]([C:5]1[CH2:10][N:9]([C:11]([O:13][CH2:14][CH:15]=[CH2:16])=[O:12])[CH:8]([CH3:17])[CH2:7][CH:6]=1)=O.[C:18](=[S:21])([S-:20])[NH2:19].[NH4+]>CO.C(N)(=S)C1C=CN=CC=1>[CH3:17][CH:8]1[CH2:7][CH:6]=[C:5]([C:3]2[N:19]=[C:18]([SH:21])[S:20][CH:2]=2)[CH2:10][N:9]1[C:11]([O:13][CH2:14][CH:15]=[CH2:16])=[O:12] |f:1.2|. Reported procedure: To a solution of allyl 5-(chloroacetyl)-2-methyl-3,6-dihydro-1(2 H)-pyridinecarboxylate (0.50 g, 1.94 mmol) in methanol (10 ml) were added at 0–5° C. thioisonicotinamide (5 mg) and ammonium dithiocarbamate (0.32 g, 2.9 mmol). The reaction mixture was raised to room temperature, stirred for 10 minutes and then stirred at 60–70° C. for 50 minutes. The solvent was removed in vacuo. To the residue was added an aqueous 1N NaOH solution to made alkaline. To the solution were added ethyl acetate and he... Yield: 29.9%. Yields the product ClC1=CC=C(C=C1)N(C(CC(CCN1CCC(CC1)CC1=CC=CC=C1)C1=CC(=C(C=C1)Cl)Cl)=O)C (N-(4-Chlorophenyl)-beta-(3,4-Dichlorophenyl)-N-methyl-4-(phenylmethyl)-1-piperidinepentanamide). Conditions: temperature 60 celsius. Solvent: CN(C)C=O (DMF). RXN SMILES: [Cl:1][C:2]1[CH:3]=[C:4]([CH:9]([CH2:22][CH2:23]OS(C)(=O)=O)[CH2:10][C:11]([N:13]([CH3:21])[C:14]2[CH:19]=[CH:18][C:17]([Cl:20])=[CH:16][CH:15]=2)=[O:12])[CH:5]=[CH:6][C:7]=1[Cl:8].[C:29]1([C:35]2(O)[CH2:40][CH2:39][NH:38][CH2:37][CH2:36]2)[CH:34]=[CH:33][CH:32]=[CH:31][CH:30]=1.[C:42]([O-])([O-])=O.[K+].[K+].CCOC(C)=O>CN(C=O)C>[Cl:20][C:17]1[CH:18]=[CH:19][C:14]([N:13]([CH3:21])[C:11](=[O:12])[CH2:10][CH:9]([C:4]2[CH:5]=[CH:6][C:7]([Cl:8])=[C:2]([Cl:1])[CH:3]=2)[CH2:22][CH2:23][N:38]2[CH2:37][CH2:36][CH:35]([CH2:29][C:34]3[CH:42]=[CH:30][CH:31]=[CH:32][CH:33]=3)[CH2:40][CH2:39]2)=[CH:15][CH:16]=1 |f:2.3.4|. Procedure: 3,4-Dichloro-beta-(2-methanesulfonyloxyethyl)-N-methyl-N-(4-chlorophenyl)benzene propanamide (1.6 g) in DMF (10 mL) was treated with 4-phenyl-4-hydroxypiperidine (1.14 g) and K2CO3 (0.476 g). The mixture was heated at 60° C. for 18 hours. The cooled reaction mixture was diluted the EtOAc (100 mL) and washed with H2O (2×100 mL). The organic extracts were dried over MgSO4, filtered and concentrated under reduced pressure to give an oil. Silica gel chromatography eluting with 95:5 (CH2Cl2 :MeOH) ga... The reactants are ClC=1C=C(C=CC1Cl)C(CC(=O)N(C1=CC=C(C=C1)Cl)C)CCOS(=O)(=O)C (3,4-Dichloro-beta-(2-methanesulfonyloxyethyl)-N-methyl-N-(4-chlorophenyl)benzene propanamide), C1(=CC=CC=C1)C1(CCNCC1)O (4-phenyl-4-hydroxypiperidine), C(=O)([O-])[O-].[K+].[K+] (K2CO3), CCOC(=O)C (EtOAc). Reaction conditions: temperature -78 celsius, time 1.5 hour. Reactants: OCC1C[C@H](N(C1)C)COC=1C=NC=CC1 (3-((4-hydroxymethyl-1-methyl-2-(S)-pyrrolidinyl)methoxy)pyridine), CCN(CC)S(F)(F)F (DAST). The product is N (ammonia), FC[C@H]1C[C@H](N(C1)C)COC=1C=NC=CC1 (3-((cis-4fluoromethyl-1-methyl-2-(S)-pyrrolidinyl)methoxy)pyridine). RXN SMILES: O[CH2:2][CH:3]1[CH2:7][N:6]([CH3:8])[C@H:5]([CH2:9][O:10][C:11]2[CH:12]=[N:13][CH:14]=[CH:15][CH:16]=2)[CH2:4]1.CCN(S(F)(F)[F:23])CC>C(Cl)Cl>[NH3:6].[F:23][CH2:2][C@@H:3]1[CH2:7][N:6]([CH3:8])[C@H:5]([CH2:9][O:10][C:11]2[CH:12]=[N:13][CH:14]=[CH:15][CH:16]=2)[CH2:4]1. Solvent: C(Cl)Cl (methylene chloride). Procedure: A 1.57 g (7.1 mmol) sample of 3-((4-hydroxymethyl-1-methyl-2-(S)-pyrrolidinyl)methoxy)pyridine, prepared as described in Example 48b above, was dissolved in 40 mL of methylene chloride, and the solution was cooled to -78° C. To this solution was added 2.80 mL (21.2 mmol) of DAST, then the solution was stirred at -35° C. for 1.5 hours. The reaction mixture was warmed to room temperature, and the reaction was quenched by the addition of satd NaHCO3. The mixture was extracted with chloroform, the s... Reactants: OCC=1SSC(=CC1)CO[Si](C)(C)C(C)(C)C (3-(hydroxymethyl)-6-[(tert-butyldimethylsilyloxy)methyl]-1,2-dithiin), CCOC(=O)/N=N/C(=O)OCC (diethylazodicarboxylate), FC(C1=C(C=CC=C1)O)(F)F (2-(trifluoromethyl)phenol), C1(=CC=CC=C1)P(C1=CC=CC=C1)C1=CC=CC=C1 (triphenylphosphine). Run in C(C)(=O)OCC.CCCCCC (ethyl acetate hexane), C1CCOC1 (THF), C1CCOC1 (THF). Reaction conditions: temperature 0 celsius. Yields the product [Si](C)(C)(C(C)(C)C)OCC=1SSC(=CC1)COC1=C(C=CC=C1)C(F)(F)F (3-[(tert-butyldimethylsilyloxy)methyl]-6-[(2-trifluoromethylphenyloxy)methyl]-1,2-dithiin). The yield is 37.0%. Reaction SMILES: [OH:1][CH2:2][C:3]1[S:4][S:5][C:6]([CH2:9][O:10][Si:11]([C:14]([CH3:17])([CH3:16])[CH3:15])([CH3:13])[CH3:12])=[CH:7][CH:8]=1.[F:18][C:19]([F:28])([F:27])[C:20]1[CH:25]=[CH:24][CH:23]=[CH:22][C:21]=1O.C1(P(C2C=CC=CC=2)C2C=CC=CC=2)C=CC=CC=1.CCOC(/N=N/C(OCC)=O)=O>C1COCC1.C(OCC)(=O)C.CCCCCC>[Si:11]([O:10][CH2:9][C:6]1[S:5][S:4][C:3]([CH2:2][O:1][C:21]2[CH:22]=[CH:23][CH:24]=[CH:25][C:20]=2[C:19]([F:28])([F:27])[F:18])=[CH:8][CH:7]=1)([C:14]([CH3:17])([CH3:16])[CH3:15])([CH3:12])[CH3:13] |f:5.6|. Reported procedure: To a stirred solution of 3-(hydroxymethyl)-6-[(tert-butyldimethylsilyloxy)methyl]-1,2-dithiin (U.S. Ser. No. 08/212,096) (200 mg, 0.69 mmol) in 5 mL dry THF was added a solution of 2-(trifluoromethyl)phenol (223 mg, 1.37 mmol) in 5 mL THF, followed by addition of triphenylphosphine (234 mg, 0.89 mmol) The resulting solution was cooled to 0° C., then 140 μL (156 mg, 0.89 mmol) of diethylazodicarboxylate was added, and the reaction mixture was kept at 0°-5° C. until TLC analysis showed the reactio...